From a dataset of the Open Reaction Database (ORD), a public repository of structured organic reaction records. describe an organic reaction: reactants, conditions, products, and yield Starting materials: C1(=CC=CC=C1)NC(=O)C1=CC=NC=C1 (4-(N-phenylcarbamoyl)pyridine). Reagents/catalysts: [Pt]=O (platinum oxide). Solvent: C(C)(=O)O (acetic acid). Product: C1(=CC=CC=C1)NC(=O)C1CCNCC1 (4-(N-phenylcarbamoyl)piperidine). The yield is 22.0%. Reaction SMILES: [C:1]1([NH:7][C:8]([C:10]2[CH:15]=[CH:14][N:13]=[CH:12][CH:11]=2)=[O:9])[CH:6]=[CH:5][CH:4]=[CH:3][CH:2]=1>C(O)(=O)C.[Pt]=O>[C:1]1([NH:7][C:8]([CH:10]2[CH2:11][CH2:12][NH:13][CH2:14][CH2:15]2)=[O:9])[CH:2]=[CH:3][CH:4]=[CH:5][CH:6]=1. Procedure: 4-(N-phenylcarbamoyl)pyridine [75.0 g, prepared as in Chem. Abs., 2013h (1958)] was hydrogenated in acetic acid (800 ml) using a platinum oxide catalyst at 50 p.s.i./30°. The catalyst was then removed by filtration, the solution evaporated, the residue basified to about pH 12 with sodium hydroxide, extracted with chloroform, and the organic extract discarded. The aqueous phase was evaporated to dryness, the residue boiled with chloroform, filtered and evaporated to leave 4-(N-phenylcarbamoyl)pip...